This data is from the Open Reaction Database (ORD), a public repository of structured organic reaction records. The task is: describe an organic reaction: reactants, conditions, products, and yield The reactants are CCOC(C)=O, CCCCCC, ClC(Cl)Cl, O=C1CCC(=O)N1Cl, Cn1nc(C(F)(F)F)cc1O. Yields the product Cn1nc(C(F)(F)F)c(Cl)c1O. RXN SMILES: [CH2:20]([O:21][C:22](=[O:23])[CH3:24])[CH3:25].[CH3:26][CH2:27][CH2:28][CH2:29][CH2:30][CH3:31].[CH:32]([Cl:33])([Cl:34])[Cl:35].[Cl:12][N:13]1[C:14](=[O:15])[CH2:16][CH2:17][C:18]1=[O:19].[OH:1][c:2]1[cH:3][c:4]([C:8]([F:9])([F:10])[F:11])[n:5][n:6]1[CH3:7]>>[OH:1][c:2]1[c:3]([Cl:12])[c:4]([C:8]([F:9])([F:10])[F:11])[n:5][n:6]1[CH3:7]. Starting materials: C(C)(C)(C)OC(NCCCN(S(=O)(=O)C)CC1=CC(=CC=C1)C1=NC(=NC=C1)Cl)=O ((3-{[3-(2-Chloro-pyrimidin-4-yl)-benzyl]-methanesulfonyl-amino}-propyl)-carbamic acid tert-butyl ester), NCCC1=CC(=C(C=C1)O)OC (4-(2-Amino-ethyl)-2-methoxy-phenol), 586. Product: C(C)(C)(C)OC(NCCCN(S(=O)(=O)C)CC1=CC(=CC=C1)C1=NC(=NC=C1)NCCC1=CC(=C(C=C1)O)OC)=O ({3-[(3-{2-[2-(4-Hydroxy-3-methoxy-phenyl)-ethylamino]-pyrimidin-4-yl}-benzyl)-methanesulfonyl-amino]-propyl}-carbamic acid tert-butyl ester). RXN SMILES: [C:1]([O:5][C:6](=[O:30])[NH:7][CH2:8][CH2:9][CH2:10][N:11]([CH2:16][C:17]1[CH:22]=[CH:21][CH:20]=[C:19]([C:23]2[CH:28]=[CH:27][N:26]=[C:25](Cl)[N:24]=2)[CH:18]=1)[S:12]([CH3:15])(=[O:14])=[O:13])([CH3:4])([CH3:3])[CH3:2].[NH2:31][CH2:32][CH2:33][C:34]1[CH:39]=[CH:38][C:37]([OH:40])=[C:36]([O:41][CH3:42])[CH:35]=1>>[C:1]([O:5][C:6](=[O:30])[NH:7][CH2:8][CH2:9][CH2:10][N:11]([CH2:16][C:17]1[CH:22]=[CH:21][CH:20]=[C:19]([C:23]2[CH:28]=[CH:27][N:26]=[C:25]([NH:31][CH2:32][CH2:33][C:34]3[CH:39]=[CH:38][C:37]([OH:40])=[C:36]([O:41][CH3:42])[CH:35]=3)[N:24]=2)[CH:18]=1)[S:12]([CH3:15])(=[O:14])=[O:13])([CH3:4])([CH3:3])[CH3:2]. Procedure details: Intermediate 4 was coupled to 4-(2-Amino-ethyl)-2-methoxy-phenol following procedure F. LC-MS showed the product had the expected M+H+ of 586. 1H NMR (Varian 300 MHz, CDCl3, shifts relative to the solvent peak at 7.24 ppm) δ 8.28 (s, 1H) 8.05 (s, 1H) 7.96 (s, 1H) 7.50 (m, 2H) 7.0 (m, 1H) 6.83 (m, 1H) 6.77 (m, 2H) 5.64 (s, 1H) 4.84 (s, 1H) 4.44 (s, 3H) 4.09 (s, 2H) 3.86 (s, 2H) 3.77 (m, 1H) 3.25 (m, 3H) 3.07 (br s, 2H) 2.90 (m, 2H) 2.85 (S, 3H) 1.60 (m, 2H) 1.39 (s, 9H). The reactants are C(C(C)(C)C)(=O)C1=CC=C(C(=O)Cl)C=C1 (p-pivaloyl-benzoyl chloride), ice, CC(C(=O)C1=CC=C(C(=O)N)C=C1)(C)C (4-(2,2-dimethyl-1-oxo-propyl)-benzamide), 21. Run in C1CCOC1 (THF), C1CCOC1 (THF). Conditions: temperature 5 celsius. The product is CC(C(=O)C1=CC=C(C(=O)NC(C2=CC=C(C=C2)C(C(C)(C)C)=O)=O)C=C1)(C)C (4-(2,2-dimethyl-1-oxopropyl)-N-[4-(2,2-dimethyl-1-oxopropyl)-benzoyl]-benzamide). As a reaction SMILES: [CH3:1][C:2]([CH3:15])([CH3:14])[C:3]([C:5]1[CH:13]=[CH:12][C:8]([C:9]([NH2:11])=[O:10])=[CH:7][CH:6]=1)=[O:4].[C:16]([C:22]1[CH:30]=[CH:29][C:25]([C:26](Cl)=[O:27])=[CH:24][CH:23]=1)(=[O:21])[C:17]([CH3:20])([CH3:19])[CH3:18]>C1COCC1>[CH3:1][C:2]([CH3:15])([CH3:14])[C:3]([C:5]1[CH:13]=[CH:12][C:8]([C:9]([NH:11][C:26](=[O:27])[C:25]2[CH:24]=[CH:23][C:22]([C:16](=[O:21])[C:17]([CH3:18])([CH3:19])[CH3:20])=[CH:30][CH:29]=2)=[O:10])=[CH:7][CH:6]=1)=[O:4]. Reported procedure: A solution of 12.3 grams (60 mmol) of 4-(2,2-dimethyl-1-oxo-propyl)-benzamide dissolved in 450 ml of THF is chilled to 5° C.; and 20.6 grams of 35% potassium hydride in oil washed twice with hexane is added as a suspension in hexane. The resulting mixture is stirred for hours at 5° C. A solution of 13.8 grams (61.4 mmol) of p-pivaloyl-benzoyl chloride dissolved in 100 ml of THF is added with stirring over a period of 21/2 hours at 5° C. Sitrring is continued for an additional hour at this temper...